Dataset: the Open Reaction Database (ORD), a public repository of structured organic reaction records. Task: describe an organic reaction: reactants, conditions, products, and yield The reactants are C(C)C=1C=C(N)C=CC1 (m-ethylaniline), C([O-])(O)=O.[Na+] (sodium bicarbonate), ClCC(=O)OC (methyl chloroacetate), C(C)#N (acetonitrile). Run in CCOCC (ether). Reaction conditions: time 48 hour. The product is C(C)C=1C=C(C=CC1)NCC(=O)OC (N-(3-Ethylphenyl)glycine, methyl ester). Yield: 46.3%. Reaction SMILES: [CH2:1]([C:3]1[CH:4]=[C:5]([CH:7]=[CH:8][CH:9]=1)[NH2:6])[CH3:2].C(=O)(O)[O-].[Na+].Cl[CH2:16][C:17]([O:19][CH3:20])=[O:18].C(#N)C>CCOCC>[CH2:1]([C:3]1[CH:4]=[C:5]([NH:6][CH2:16][C:17]([O:19][CH3:20])=[O:18])[CH:7]=[CH:8][CH:9]=1)[CH3:2] |f:1.2|. Procedure: To m-ethylaniline (50 g; 0.413 mol) and sodium bicarbonate (69.33 g; 0.825 mol) was added methyl chloroacetate (39.79 ml; 0.454 mol) and acetonitrile (50 ml). The mixture was allowed to heat to 130° with stirring from 48 hours. The mixture was then taken up in ether. The ether extract was treated with 2N hydrochloric acid, after which the acid layer was extracted with ether. The combined organic extracts were washed with water, brine and then dried (Na2SO4). Filtration and evaporation of the sol... Starting materials: CCN=C=NCCCN(C)C, Cc1cc(N2CCN(Cc3ccc(C(F)(F)F)cc3)C2=O)sc1C(=O)O, CN(C)C=O, CCOC(C)=O, CCN(C(C)C)C(C)C, Cl, NCc1cccnc1, On1nnc2ccccc21. Yields the product Cc1cc(N2CCN(Cc3ccc(C(F)(F)F)cc3)C2=O)sc1C(=O)NCc1cccnc1. Reaction SMILES: [CH2:38]([N:39]=[C:40]=[N:41][CH2:42][CH2:43][CH2:44][N:45]([CH3:46])[CH3:47])[CH3:48].[CH3:1][c:2]1[c:3]([C:24](=[O:25])[OH:26])[s:4][c:5]([N:7]2[C:8](=[O:23])[N:9]([CH2:12][c:13]3[cH:14][cH:15][c:16]([C:19]([F:20])([F:21])[F:22])[cH:17][cH:18]3)[CH2:10][CH2:11]2)[cH:6]1.[CH3:66][N:67]([CH3:68])[CH:69]=[O:70].[CH3:71][CH2:72][O:73][C:74](=[O:75])[CH3:76].[CH:49]([N:50]([CH2:51][CH3:52])[CH:53]([CH3:54])[CH3:55])([CH3:56])[CH3:57].[ClH:37].[NH2:58][CH2:59][c:60]1[cH:61][n:62][cH:63][cH:64][cH:65]1.[OH:27][n:28]1[c:29]2[cH:30][cH:31][cH:32][cH:33][c:34]2[n:35][n:36]1>>[CH3:1][c:2]1[c:3]([C:24](=[O:25])[NH:58][CH2:59][c:60]2[cH:61][n:62][cH:63][cH:64][cH:65]2)[s:4][c:5]([N:7]2[C:8](=[O:23])[N:9]([CH2:12][c:13]3[cH:14][cH:15][c:16]([C:19]([F:20])([F:21])[F:22])[cH:17][cH:18]3)[CH2:10][CH2:11]2)[cH:6]1. Reactants: ClC1=NN2C(C(=N1)N(CC1=CC=C(C=C1)OC)C1CC1)=NC=C2C#N (2-chloro-4-(cyclopropyl(4-methoxybenzyl)amino)imidazo[2,1-f][1,2,4]triazine-7-carbonitrile), C([O-])([O-])=O (carbonate), CC1(C2=C(C(=CC=C2)P(C3=CC=CC=C3)C4=CC=CC=C4)OC5=C(C=CC=C51)P(C6=CC=CC=C6)C7=CC=CC=C7)C (Xantphos), NC=1C(=CC(=C(C#N)C1)CCCN1CCOCC1)Cl (5-amino-4-chloro-2-(3-morpholinopropyl)benzonitrile). The reagents and catalysts are C(C)(=O)[O-].[Pd+2].C(C)(=O)[O-] (palladium(II) acetate), C1=CC=C(C=C1)P([C-]2C=CC=C2)C3=CC=CC=C3.C1=CC=C(C=C1)P([C-]2C=CC=C2)C3=CC=CC=C3.[Fe+2] (DPPF). The solvent is O1CCOCC1 (dioxane), CCOC(=O)C (EtOAc). Run at temperature 100 celsius, time 8 hour. Yields the product ClC1=C(C=C(C(=C1)CCCN1CCOCC1)C#N)NC1=NN2C(C(=N1)NC1CC1)=NC=C2C#N (2-((2-chloro-5-cyano-4-(3-morpholinopropyl)phenyl)amino)-4-(cyclopropylamino)imidazo[2,1-f][1,2,4]triazine-7-carbonitrile). Yield: 6.7%. As a reaction SMILES: Cl[C:2]1[N:7]=[C:6]([N:8]([CH:18]2[CH2:20][CH2:19]2)CC2C=CC(OC)=CC=2)[C:5]2=[N:21][CH:22]=[C:23]([C:24]#[N:25])[N:4]2[N:3]=1.C(=O)([O-])[O-].CC1(C)C2C(=C(P(C3C=CC=CC=3)C3C=CC=CC=3)C=CC=2)OC2C(P(C3C=CC=CC=3)C3C=CC=CC=3)=CC=CC1=2.[NH2:72][C:73]1[C:74]([Cl:90])=[CH:75][C:76]([CH2:81][CH2:82][CH2:83][N:84]2[CH2:89][CH2:88][O:87][CH2:86][CH2:85]2)=[C:77]([CH:80]=1)[C:78]#[N:79]>O1CCOCC1.CCOC(C)=O.C([O-])(=O)C.[Pd+2].C([O-])(=O)C.C1C=CC(P(C2C=CC=CC=2)[C-]2C=CC=C2)=CC=1.C1C=CC(P(C2C=CC=CC=2)[C-]2C=CC=C2)=CC=1.[Fe+2]>[Cl:90][C:74]1[CH:75]=[C:76]([CH2:81][CH2:82][CH2:83][N:84]2[CH2:89][CH2:88][O:87][CH2:86][CH2:85]2)[C:77]([C:78]#[N:79])=[CH:80][C:73]=1[NH:72][C:2]1[N:7]=[C:6]([NH:8][CH:18]2[CH2:19][CH2:20]2)[C:5]2=[N:21][CH:22]=[C:23]([C:24]#[N:25])[N:4]2[N:3]=1 |f:6.7.8,9.10.11|. Procedure: To 2-chloro-4-(cyclopropyl(4-methoxybenzyl)amino)imidazo[2,1-f][1,2,4]triazine-7-carbonitrile (53.2 mg, 0.15 mmol), ccsium carbonate (98 mg, 0.300 mmol), palladium(II) acetate (10.10 mg, 0.045 mmol), DPPF (8.32 mg, 0.015 mmol) and Xantphos (8.68 mg, 0.015 mmol) was added a solution of 5-amino-4-chloro-2-(3-morpholinopropyl)benzonitrile (46.2 mg, 0.165 mmol) in dioxane (1 mL). The reaction was heated to 100° C. for 1.5 h at which point LCMS showed full conversion. The reaction mixture was cooled ...